From a dataset of the Open Reaction Database (ORD), a public repository of structured organic reaction records. describe an organic reaction: reactants, conditions, products, and yield The reactants are C1CCOC1, COC(=O)CCC(=O)Nc1ccc(C(=O)NN=C2C(=O)Nc3ccc(I)cc32)cc1, [Na+], [OH-], O. Product: O=C(O)CCC(=O)Nc1ccc(C(=O)NN=C2C(=O)Nc3ccc(I)cc32)cc1. RXN SMILES: [CH2:33]1[O:34][CH2:35][CH2:36][CH2:37]1.[I:1][c:2]1[cH:3][c:4]2[c:8]([cH:9][cH:10]1)[NH:7][C:6](=[O:11])[C:5]2=[N:12][NH:13][C:14](=[O:15])[c:16]1[cH:17][cH:18][c:19]([NH:22][C:23]([CH2:24][CH2:25][C:26](=[O:27])[O:28][CH3:29])=[O:30])[cH:20][cH:21]1.[Na+:32].[OH-:31].[OH2:38]>>[I:1][c:2]1[cH:3][c:4]2[c:8]([cH:9][cH:10]1)[NH:7][C:6](=[O:11])[C:5]2=[N:12][NH:13][C:14](=[O:15])[c:16]1[cH:17][cH:18][c:19]([NH:22][C:23]([CH2:24][CH2:25][C:26](=[O:27])[OH:28])=[O:30])[cH:20][cH:21]1. Starting materials: crude material, ClC1=C(C=CC=C1Cl)SCCC(=O)O (3-(2,3-dichlorophenylthio)propanoic acid), FC(C(=O)OC(C(F)(F)F)=O)(F)F (trifluoroacetic anhydride), C(=O)([O-])[O-].[Na+].[Na+] (Na2CO3), C(C)(=O)OCC.CCCCCC (ethyl acetate hexane). Solvent: FC(C(=O)O)(F)F (trifluoroacetic acid). Conditions: time 68.2 hour. Yields the product ClC1=CC=C2C(CCSC2=C1Cl)=O (7,8-dichlorothiochroman-4-one). Isolated yield 13.2%. Reaction SMILES: [Cl:1][C:2]1[C:7]([Cl:8])=[CH:6][CH:5]=[CH:4][C:3]=1[S:9][CH2:10][CH2:11][C:12]([OH:14])=O.FC(F)(F)C(OC(=O)C(F)(F)F)=O.C([O-])([O-])=O.[Na+].[Na+].C(OCC)(=O)C.CCCCCC>FC(F)(F)C(O)=O>[Cl:8][C:7]1[C:2]([Cl:1])=[C:3]2[C:4]([C:12](=[O:14])[CH2:11][CH2:10][S:9]2)=[CH:5][CH:6]=1 |f:2.3.4,5.6|. Reported procedure: The 3-(2,3-dichlorophenylthio)propanoic acid from Step 1 (3.88 g, 15 mmol) was dissolved in trifluoroacetic acid (10 mL), treated with trifluoroacetic anhydride (5 mL) and stirred at room temperature for 68.2 hours. The reaction mixture was poured into 10% Na2CO3 (100 mL), extracted with ethyl acetate, washed with brine, dried over MgSO4, and concentrated in vacuo to give a yellow oil. The crude material was passed through a column of silica gel eluting with 40% ethyl acetate/hexane to give 7,8-... The product is O1CCC2=C1C=CC=C2C2CCN(CC2)CC[C@@H]2CC[C@H](CC2)NC(CC)=O (trans-N-(4-{2-[4-(2,3-Dihydro-benzofuran-4-yl)-piperidin-1-yl]-ethyl}-cyclohexyl)-propionamide). Reaction SMILES: Cl.Cl.[O:3]1[C:7]2[CH:8]=[CH:9][CH:10]=[C:11]([CH:12]3[CH2:17][CH2:16][N:15]([CH2:18][CH2:19][C@H:20]4[CH2:25][CH2:24][C@H:23]([NH2:26])[CH2:22][CH2:21]4)[CH2:14][CH2:13]3)[C:6]=2[CH2:5][CH2:4]1.[C:27](O)(=[O:30])[CH2:28][CH3:29]>>[O:3]1[C:7]2[CH:8]=[CH:9][CH:10]=[C:11]([CH:12]3[CH2:17][CH2:16][N:15]([CH2:18][CH2:19][C@H:20]4[CH2:21][CH2:22][C@H:23]([NH:26][C:27](=[O:30])[CH2:28][CH3:29])[CH2:24][CH2:25]4)[CH2:14][CH2:13]3)[C:6]=2[CH2:5][CH2:4]1 |f:0.1.2|. Reported procedure: The title compound, off-white solid (71 mg, 74%), MS (ISP) m/z=385.4 [(M+H)+], mp 192° C., was prepared in accordance with the general method of example 1 from trans-4-{2-[4-(2,3-dihydro-benzofuran-4-yl)-piperidin-1-yl]-ethyl}-cyclohexylamine dihydro chloride (intermediate B) (100 mg, 0.25 mmol) and propionic acid. Starting materials: solid, Cl.Cl.O1CCC2=C1C=CC=C2C2CCN(CC2)CC[C@@H]2CC[C@H](CC2)N (trans-4-{2-[4-(2,3-dihydro-benzofuran-4-yl)-piperidin-1-yl]-ethyl}-cyclohexylamine dihydrochloride), Cl.Cl.O1CCC2=C1C=CC=C2C2CCN(CC2)CC[C@@H]2CC[C@H](CC2)N (trans-4-{2-[4-(2,3-dihydro-benzofuran-4-yl)-piperidin-1-yl]-ethyl}-cyclohexylamine dihydrochloride), C(CC)(=O)O (propionic acid). The reactants are CC(C)(C)[O-], CC(C)OP(=O)(CBr)OC(C)C, [Cl-], [Li+], [Li+], CN(C)C=O, CCC(=CCc1c(OC)c(C)c2c(c1OCC[Si](C)(C)C)C(=O)OC2)CO. Yields the product CCC(=CCc1c(OC)c(C)c2c(c1OCC[Si](C)(C)C)C(=O)OC2)COCP(=O)(OC(C)C)OC(C)C. Reaction SMILES: [CH3:40][C:41]([CH3:42])([O-:43])[CH3:44].[CH:1]([CH3:2])([CH3:3])[O:4][P:5]([O:6][CH:7]([CH3:8])[CH3:9])(=[O:10])[CH2:11][Br:12].[Cl-:47].[Li+:45].[Li+:46].[O:48]=[CH:49][N:50]([CH3:51])[CH3:52].[OH:13][CH2:14][C:15](=[CH:16][CH2:17][c:18]1[c:19]([O:36][CH3:37])[c:20]([CH3:35])[c:21]2[c:25]([c:26]1[O:27][CH2:28][CH2:29][Si:30]([CH3:31])([CH3:32])[CH3:33])[C:24](=[O:34])[O:23][CH2:22]2)[CH2:38][CH3:39]>>[CH:1]([CH3:2])([CH3:3])[O:4][P:5]([O:6][CH:7]([CH3:8])[CH3:9])(=[O:10])[CH2:11][O:13][CH2:14][C:15](=[CH:16][CH2:17][c:18]1[c:19]([O:36][CH3:37])[c:20]([CH3:35])[c:21]2[c:25]([c:26]1[O:27][CH2:28][CH2:29][Si:30]([CH3:31])([CH3:32])[CH3:33])[C:24](=[O:34])[O:23][CH2:22]2)[CH2:38][CH3:39]. Starting materials: O=C(Oc1ccccc1)c1cc(Br)nn1-c1ncccc1Cl, CC(C)(C)[O-], CS(C)=O, Cl, [K+], CC(NC(=O)c1cc(Cl)ccc1N)C1CC1. Product: CC(NC(=O)c1cc(Cl)ccc1NC(=O)c1cc(Br)nn1-c1ncccc1Cl)C1CC1. Reaction SMILES: [Br:23][c:24]1[n:25][n:26](-[c:38]2[n:39][cH:40][cH:41][cH:42][c:43]2[Cl:44])[c:27]([C:29](=[O:30])[O:31][c:32]2[cH:33][cH:34][cH:35][cH:36][cH:37]2)[cH:28]1.[CH3:1][C:2]([CH3:3])([O-:4])[CH3:5].[CH3:46][S:47](=[O:48])[CH3:49].[ClH:45].[K+:6].[NH2:7][c:8]1[c:9]([C:10](=[O:11])[NH:12][CH:13]([CH3:14])[CH:15]2[CH2:16][CH2:17]2)[cH:18][c:19]([Cl:22])[cH:20][cH:21]1>>[NH:7]([c:8]1[c:9]([C:10](=[O:11])[NH:12][CH:13]([CH3:14])[CH:15]2[CH2:16][CH2:17]2)[cH:18][c:19]([Cl:22])[cH:20][cH:21]1)[C:29]([c:27]1[n:26](-[c:38]2[n:39][cH:40][cH:41][cH:42][c:43]2[Cl:44])[n:25][c:24]([Br:23])[cH:28]1)=[O:30]. Starting materials: C(Cl)Cl (DCM), [B-].[Na+] (Sodium hydroborate), O.ClC=1C=C(C=CC1)C1=NC=2N(C3=CC=C(C=C13)C(N)(C1=CC=C(C=C1)C)C1=CN=CN1C)N=NN2 (5-(3-chlorophenyl)-α-(1-methyl-1H-imidazol-5-yl)-α-(4-methylphenyl)-tetrazolo[1,5-a]quinazoline-7-methanamine hydrate), ice water. Run in CO (methanol). Run at time 2 hour. Product: ClC=1C=C(C=CC1)C1NC=2N(C3=CC=C(C=C13)C(N)(C1=CC=C(C=C1)C)C1=CN=CN1C)N=NN2 (5-(3-chlorophenyl)-4,5-dihydro-α-(1-methyl-1H-imidazol-5-yl)-α-(4-methylphenyl)-tetrazolo[1,5-a]quinazoline-7-methanamine). The yield is 29.0%. As a reaction SMILES: [B-].[Na+].O.[Cl:4][C:5]1[CH:6]=[C:7]([C:11]2[C:20]3[C:15](=[CH:16][CH:17]=[C:18]([C:21]([C:30]4[N:34]([CH3:35])[CH:33]=[N:32][CH:31]=4)([C:23]4[CH:28]=[CH:27][C:26]([CH3:29])=[CH:25][CH:24]=4)[NH2:22])[CH:19]=3)[N:14]3[N:36]=[N:37][N:38]=[C:13]3[N:12]=2)[CH:8]=[CH:9][CH:10]=1.C(Cl)Cl>CO>[Cl:4][C:5]1[CH:6]=[C:7]([CH:11]2[C:20]3[C:15](=[CH:16][CH:17]=[C:18]([C:21]([C:30]4[N:34]([CH3:35])[CH:33]=[N:32][CH:31]=4)([C:23]4[CH:24]=[CH:25][C:26]([CH3:29])=[CH:27][CH:28]=4)[NH2:22])[CH:19]=3)[N:14]3[N:36]=[N:37][N:38]=[C:13]3[NH:12]2)[CH:8]=[CH:9][CH:10]=1 |f:0.1,2.3|. Procedure details: Sodium hydroborate (0.0005 mol) was added portionwise at room temperature to a mixture of intermediate 27 (0.0005 mol) in methanol (2.5 ml). The mixture was stirred at room temperature for 2 hours and poured out into ice water. DCM was added. The mixture was extracted with DCM. The organic layer was separated, washed with water, dried (MgSO4), filtered and the solvent was evaporated. The residue was purified by column chromatography over kromasil® (5 μm) (eluent: DCM/MeOH/Et3N 97/3/0.3). The pur... Reactants: Cl (HCl), C1CCC2=NCCCN2CC1 (DBU), C(C)#N (acetonitrile), C(C)(C)(C)ON=O (tert.-butylnitrite), ClC=1C=C(N)C=CC1 (3-chloroaniline). Reagents/catalysts: [Cu](Cl)Cl (copper(II) chloride). Conditions: time 30 minute. Yields the product ClC(CC1=CC(=CC=C1)Cl)C(CC)=O (2-chloro-1-(3-chloro-phenyl)-pentan-3-one). Isolated yield 77.0%. As a reaction SMILES: C(#N)C.C([O:8]N=O)(C)(C)C.[Cl:11][C:12]1[CH:13]=[C:14]([CH:16]=[CH:17][CH:18]=1)N.[ClH:19].[CH2:20]1[CH2:30][CH2:29]N2C(=NCCC2)[CH2:22][CH2:21]1>[Cu](Cl)Cl>[Cl:19][CH:21]([C:20](=[O:8])[CH2:30][CH3:29])[CH2:22][C:14]1[CH:16]=[CH:17][CH:18]=[C:12]([Cl:11])[CH:13]=1. Procedure details: To a suspension of 333 mg (2.4 mmol) copper(II) chloride in acetonitrile (2 ml) 1041 mg (12 mmol) ethyl vinylketone and 344 mg (3 mmol) tert.-butylnitrite were added at room temperature. 258 mg (2 mmol) 3-chloroaniline was added slowly. The reaction turned warm and a gas evolved. The reaction was stirred for 30 minutes at room temperature. 25% Aqueous HCl solution was added and the reaction was extracted twice with diethyl ether. The combined organic layers were washed once with 25% aqueous HCl ... The reactants are CN1CCN(C)C1=O, Nc1cc(-n2c(Cl)nc3ccccc32)ncn1, Cc1ccc(C(=O)Nc2ccc(-n3ccnc3C)c(C(F)(F)F)c2)cc1N. RXN SMILES: [CH3:45][N:46]1[CH2:47][CH2:48][N:49]([CH3:50])[C:51]1=[O:52].[Cl:1][c:2]1[n:3][c:4]2[c:5]([n:6]1-[c:7]1[cH:8][c:9]([NH2:13])[n:10][cH:11][n:12]1)[cH:14][cH:15][cH:16][cH:17]2.[NH2:18][c:19]1[cH:20][c:21]([C:22](=[O:23])[NH:24][c:25]2[cH:26][c:27]([C:37]([F:38])([F:39])[F:40])[c:28](-[n:31]3[c:32]([CH3:36])[n:33][cH:34][cH:35]3)[cH:29][cH:30]2)[cH:41][cH:42][c:43]1[CH3:44]>>[c:2]1([NH:18][c:19]2[cH:20][c:21]([C:22](=[O:23])[NH:24][c:25]3[cH:26][c:27]([C:37]([F:38])([F:39])[F:40])[c:28](-[n:31]4[c:32]([CH3:36])[n:33][cH:34][cH:35]4)[cH:29][cH:30]3)[cH:41][cH:42][c:43]2[CH3:44])[n:3][c:4]2[c:5]([n:6]1-[c:7]1[cH:8][c:9]([NH2:13])[n:10][cH:11][n:12]1)[cH:14][cH:15][cH:16][cH:17]2. Product: Cc1ccc(C(=O)Nc2ccc(-n3ccnc3C)c(C(F)(F)F)c2)cc1Nc1nc2ccccc2n1-c1cc(N)ncn1. Starting materials: ClC1=C(C=C(C=C1)[N+](=O)[O-])/C=C/C(N)=S ((E)-3-(2-chloro-5-nitrophenyl)-2-propenethioamide), BrCC(C(C)C)=O (1-bromo-3-methyl-2-butanone). The solvent is C(C)O (ethyl alcohol). Product: ClC1=C(C=C(C=C1)[N+](=O)[O-])/C=C/C=1SC=C(N1)C(C)C ((E)-2-[2-(2-chloro-5-nitrophenyl)ethenyl]-4-(1-methylethyl)thiazole). As a reaction SMILES: [Cl:1][C:2]1[CH:7]=[CH:6][C:5]([N+:8]([O-:10])=[O:9])=[CH:4][C:3]=1/[CH:11]=[CH:12]/[C:13](=[S:15])[NH2:14].Br[CH2:17][C:18](=O)[CH:19]([CH3:21])[CH3:20]>C(O)C>[Cl:1][C:2]1[CH:7]=[CH:6][C:5]([N+:8]([O-:10])=[O:9])=[CH:4][C:3]=1/[CH:11]=[CH:12]/[C:13]1[S:15][CH:17]=[C:18]([CH:19]([CH3:21])[CH3:20])[N:14]=1. Procedure details: A solution composed of 2.0 g of (E)-3-(2-chloro-5-nitrophenyl)-2-propenethioamide, 3.0 g of 1-bromo-3-methyl-2-butanone and 25 ml of ethyl alcohol was warmed to gentle reflux for 5 hr. The volatiles were then removed in vacuo and the residual materials separated by chromatography over 100 g of alumnia using methylene chloride as the eluant to yield (E)-2-[2-(2-chloro-5-nitrophenyl)ethenyl]-4-(1-methylethyl)thiazole as a yellow solid; m.p. 86°-89° C.